describe an organic reaction: reactants, conditions, products, and yield From a dataset of the Open Reaction Database (ORD), a public repository of structured organic reaction records. Starting materials: C(C)(C)(C)C1=C(C=C(OCC(=O)O)C=C1)Cl ((4-tert-Butyl-3-chlorophenoxy)acetic acid), [Cl-].ClC1[NH+](CCN1C)C (2-chloro-1,3-dimethylimidazolinium chloride), Cl.N[C@H](C)C1=CC=C(C=C1)NS(=O)(=O)C (N-{4-[(1R)-1-aminoethyl]phenyl}methanesulfonamide hydrochloride). Solvent: C(C)N(CC)CC (triethylamine). The product is C(C)(C)(C)C1=C(C=C(OCC(=O)N[C@H](C)C2=CC=C(C=C2)NS(=O)(=O)C)C=C1)Cl (2-(4-tert-Butyl-3-chlorophenoxy)-N-((1R)-1-{4-[(methylsulfonyl)amino]phenyl}ethyl)acetamide). Yield: 41.5%. Reaction SMILES: [C:1]([C:5]1[CH:15]=[CH:14][C:8]([O:9][CH2:10][C:11]([OH:13])=O)=[CH:7][C:6]=1[Cl:16])([CH3:4])([CH3:3])[CH3:2].[Cl-].ClC1N(C)CC[NH+]1C.Cl.[NH2:27][C@@H:28]([C:30]1[CH:35]=[CH:34][C:33]([NH:36][S:37]([CH3:40])(=[O:39])=[O:38])=[CH:32][CH:31]=1)[CH3:29]>C(N(CC)CC)C>[C:1]([C:5]1[CH:15]=[CH:14][C:8]([O:9][CH2:10][C:11]([NH:27][C@@H:28]([C:30]2[CH:31]=[CH:32][C:33]([NH:36][S:37]([CH3:40])(=[O:39])=[O:38])=[CH:34][CH:35]=2)[CH3:29])=[O:13])=[CH:7][C:6]=1[Cl:16])([CH3:2])([CH3:3])[CH3:4] |f:1.2,3.4|. Procedure details: (4-tert-Butyl-3-chlorophenoxy)acetic acid (121 mg, 0.50 mmol), 2-chloro-1,3-dimethylimidazolinium chloride (CDI) (86 mg, 0.53 mmol), triethylamine (0.5 ml) and N-{4-[(1R)-1-aminoethyl]phenyl}methanesulfonamide hydrochloride (125 mg, 0.50 mmol, Bioorganic & Medicinal Chemistry Letters, 2004, 14, 1751–1755) were treated in the same procedure described in Example 2(b) to give 91 mg (40% yield) of the titled compound as a white solid.